Dataset: the Open Reaction Database (ORD), a public repository of structured organic reaction records. Task: describe an organic reaction: reactants, conditions, products, and yield Starting materials: C(C)(C)(C)OC(=O)NC1[C@@H]2N(C(=C(CS2)C2=C(C(C2=O)=O)OC(C)C)C(=O)OC(C2=CC=CC=C2)C2=CC=CC=C2)C1=O (diphenylmethyl 7-(t-butoxycarbonylamino)-3-(3,4-dioxo-2-(2-propoxy)-1-cyclobutenyl)-3-cephem-4-carboxylate), O.C1(=CC=C(C=C1)S(=O)(=O)O)C (p-toluenesulfonic acid monohydrate). The solvent is C(C)#N (acetonitrile). The product is NC1[C@@H]2N(C(=C(CS2)C2=C(C(C2=O)=O)OC(C)C)C(=O)OC(C2=CC=CC=C2)C2=CC=CC=C2)C1=O (Diphenylmethyl 7-amino-3-[3,4-dioxo-2-(2-propoxy)-1-cyclobutenyl]-3-cephem-4-carboxylate). Yield: 58.3%. As a reaction SMILES: C(OC([NH:8][CH:9]1[C:42](=[O:43])[N:11]2[C:12]([C:26]([O:28][CH:29]([C:36]3[CH:41]=[CH:40][CH:39]=[CH:38][CH:37]=3)[C:30]3[CH:35]=[CH:34][CH:33]=[CH:32][CH:31]=3)=[O:27])=[C:13]([C:16]3[C:19](=[O:20])[C:18](=[O:21])[C:17]=3[O:22][CH:23]([CH3:25])[CH3:24])[CH2:14][S:15][C@H:10]12)=O)(C)(C)C.O.C1(C)C=CC(S(O)(=O)=O)=CC=1>C(#N)C>[NH2:8][CH:9]1[C:42](=[O:43])[N:11]2[C:12]([C:26]([O:28][CH:29]([C:36]3[CH:37]=[CH:38][CH:39]=[CH:40][CH:41]=3)[C:30]3[CH:35]=[CH:34][CH:33]=[CH:32][CH:31]=3)=[O:27])=[C:13]([C:16]3[C:19](=[O:20])[C:18](=[O:21])[C:17]=3[O:22][CH:23]([CH3:24])[CH3:25])[CH2:14][S:15][C@H:10]12 |f:1.2|. Procedure: A solution of diphenylmethyl 7-(t-butoxycarbonylamino)-3-(3,4-dioxo-2-(2-propoxy)-1-cyclobutenyl)-3-cephem-4-carboxylate (300 mg, 0.496 mmol) and p-toluenesulfonic acid monohydrate (189 mg, 0.992 mmol) in acetonitrile (1.5 mL) was stirred for 1 hr at 22° C. The solution was applied to the Michel-Miller HPLPLC column. The column was eluted with acetonitrile-H2O (45:55, v/v) to remove the toluene-sulfonic acid and then with acetonitrile-H2O (70:30, v/v) to elute the deblocked amine. The acetonitri... Starting materials: BrC1=CC(=C(C=C1)C(=O)N1CCC(CC1)N1CCCC1)Cl ((4-bromo-2-chloro-phenyl)-(4-pyrrolidin-1-yl-piperidin-1-yl)-methanone), BrC=1C(=C(C=CC1)C(=O)N1CCC(CC1)N1CCCC1)C ((3-bromo-2-methyl-phenyl)-(4-pyrrolidin-1-yl-piperidin-1-yl)-methanone), BrC1=CC(=C(C(=O)O)C=C1)Cl (4-bromo-2-chloro-benzoic acid), N1(CCCC1)C1CCNCC1 (4-pyrrolidin-1-yl-piperidine), FC(C=1C=C(C=CC1)B(O)O)(F)F (3-trifluoromethyl-phenyl boronic acid), P(=O)([O-])([O-])[O-].[K+].[K+].[K+] (potassium phosphate). The reagents and catalysts are [Pd].C1(=CC=CC=C1)P(C1=CC=CC=C1)C1=CC=CC=C1.C1(=CC=CC=C1)P(C1=CC=CC=C1)C1=CC=CC=C1.C1(=CC=CC=C1)P(C1=CC=CC=C1)C1=CC=CC=C1.C1(=CC=CC=C1)P(C1=CC=CC=C1)C1=CC=CC=C1 (tetrakis-(triphenylphosphine)-palladium). Solvent: CN(C)C=O (DMF). Product: ClC=1C=C(C=CC1C(=O)N1CCC(CC1)N1CCCC1)C1=CC(=CC=C1)C(F)(F)F ((3-Chloro-3′-trifluoromethyl-biphenyl-4-yl)-(4-pyrrolidin-1-yl-piperidin-1-yl)-methanone). Reaction SMILES: Br[C:2]1[CH:7]=[CH:6][C:5]([C:8]([N:10]2[CH2:15][CH2:14][CH:13]([N:16]3[CH2:20][CH2:19][CH2:18][CH2:17]3)[CH2:12][CH2:11]2)=[O:9])=[C:4]([Cl:21])[CH:3]=1.BrC1C=CC(C(O)=O)=C(Cl)C=1.N1(C2CCNCC2)CCCC1.BrC1C(C)=C(C(N2CCC(N3CCCC3)CC2)=O)C=CC=1.[F:65][C:66]([F:77])([F:76])[C:67]1[CH:68]=[C:69](B(O)O)[CH:70]=[CH:71][CH:72]=1.P([O-])([O-])([O-])=O.[K+].[K+].[K+]>CN(C=O)C.[Pd].C1(P(C2C=CC=CC=2)C2C=CC=CC=2)C=CC=CC=1.C1(P(C2C=CC=CC=2)C2C=CC=CC=2)C=CC=CC=1.C1(P(C2C=CC=CC=2)C2C=CC=CC=2)C=CC=CC=1.C1(P(C2C=CC=CC=2)C2C=CC=CC=2)C=CC=CC=1>[Cl:21][C:4]1[CH:3]=[C:2]([C:71]2[CH:70]=[CH:69][CH:68]=[C:67]([C:66]([F:77])([F:76])[F:65])[CH:72]=2)[CH:7]=[CH:6][C:5]=1[C:8]([N:10]1[CH2:15][CH2:14][CH:13]([N:16]2[CH2:20][CH2:19][CH2:18][CH2:17]2)[CH2:12][CH2:11]1)=[O:9] |f:5.6.7.8,10.11.12.13.14|. Procedure: In analogy to the procedure described for example 1, (4-bromo-2-chloro-phenyl)-(4-pyrrolidin-1-yl-piperidin-1-yl)-methanone (prepared from 4-bromo-2-chloro-benzoic acid and 4-pyrrolidin-1-yl-piperidine in analogy to the procedure described for the preparation of intermediate 2), was reacted with 3-trifluoromethyl-phenyl boronic acid, potassium phosphate solution and tetrakis-(triphenylphosphine)-palladium in DMF while keeping the temperature at RT instead of 80° C. to give the title compound as ... Starting materials: Cl (HCl), BrC=1C(=CC=C2C(C(NC12)=O)=O)F (7-bromo-6-fluoroindoline-2,3-dione), [OH-].[Na+] (NaOH), OO (hydrogen peroxide). Solvent: O (water). Reaction conditions: temperature 45 celsius, time 1.5 hour. Yields the product NC1=C(C(=O)O)C=CC(=C1Br)F (2-amino-3-bromo-4-fluorobenzoic acid). The yield is 89.4%. RXN SMILES: [Br:1][C:2]1[C:3]([F:13])=[CH:4][CH:5]=[C:6]2[C:10]=1[NH:9]C(=O)[C:7]2=[O:12].[OH-:14].[Na+].OO.Cl>O>[NH2:9][C:10]1[C:2]([Br:1])=[C:3]([F:13])[CH:4]=[CH:5][C:6]=1[C:7]([OH:12])=[O:14] |f:1.2|. Reported procedure: A 2 L 3-neck flask with a temperature probe adapter was fixed with a mechanical stirrer, addition funnel, and temperature probe. The flask was charged with 7-bromo-6-fluoroindoline-2,3-dione (719b; 11.53 g, 47.3 mmol) and 1 N NaOH (104 mL, 104 mmol) at RT; 30% hydrogen peroxide (10.62 mL, 104 mmol) was added via addition funnel over 15 min when the temperature of the brown solution raised to 45° C. The reaction mixture was stirred for 1.5 h when mostly product was observed via LCMS. The slurry w... Reactants: C(C)C1=NC=2C(NC3=C(NC2S1)C=CC=C3)=S (2-ethyl-4,9-dihydro-3-thia-1,4,9-triaza-benzo{f}azulene-10-thione), C(Cl)Cl (CH2Cl2), solution, FC(S(=O)(=O)OC)(F)F (methyl trifluoromethanesulfonate), FC=1C=C(C=CC1)[C@@H]1NCCNC1 ((S)-2-(3-fluoro-phenyl)-piperazine), FC(S(=O)(=O)OC)(F)F (methyl trifluoromethanesulfonate), starting material, solution. Solvent: N1=CC=CC=C1 (pyridine). Conditions: temperature 35 celsius. Product: C(C)C1=NC=2C(=NC3=C(NC2S1)C=CC=C3)N3C[C@@H](NCC3)CCC3=CC(=CC=C3)F ((S)-2-Ethyl-10-{3-[2-(3-fluoro-phenyl)-ethyl]-piperazin-1-yl}-4H-3-thia-1,4,9-triaza-benzo[f]azulene). Reaction SMILES: [CH2:1]([C:3]1[S:12][C:11]2[NH:10][C:9]3[CH:13]=[CH:14][CH:15]=[CH:16][C:8]=3[NH:7][C:6](=S)[C:5]=2[N:4]=1)[CH3:2].F[C:19]([F:26])(F)S(OC)(=O)=O.F[C:28]1[CH:29]=[C:30]([C@H:34]2[CH2:39][NH:38][CH2:37][CH2:36][NH:35]2)[CH:31]=[CH:32][CH:33]=1.[CH2:40](Cl)Cl>N1C=CC=CC=1>[CH2:1]([C:3]1[S:12][C:11]2[NH:10][C:9]3[CH:13]=[CH:14][CH:15]=[CH:16][C:8]=3[N:7]=[C:6]([N:38]3[CH2:37][CH2:36][NH:35][C@@H:34]([CH2:30][CH2:29][C:28]4[CH:33]=[CH:32][CH:31]=[C:19]([F:26])[CH:40]=4)[CH2:39]3)[C:5]=2[N:4]=1)[CH3:2]. Procedure details: By using a method similar to the method of Example 501, using a suspension of 2-ethyl-4,9-dihydro-3-thia-1,4,9-triaza-benzo{f}azulene-10-thione (3.4 g, 13.0 mmol) in 35 mL CH2Cl2, add methyl trifluoromethanesulfonate (4.2 g, 26.0 mmol) overnight, LC-MS showed still had 50% of starting material, added another 0.1 mL of methyl trifluoromethanesulfonate, and heated to 35° C. for 1 h. Concentrate the reaction mixture under reduced pressure, give a red-brown solid. Dissolve the solid in 32.5 mL of py... The reactants are C(N)(=N)C1=CC=C(C=C1)CCC1=NC2=C(N1C)C=CC(=C2)C(=O)N(C(C(=O)OCC)CC2=CC=C(C=C2)C(N)=N)C.C(=O)[O-] (Ethyl 2-{2-[2-(4-Amidinophenyl)-ethyl]-1-methyl-benzimidazol-5-yl-carbonyl-(methylamino)}-3-(4-amidinophenyl)-propionate formate), [ 525 ]. Solvent: ClCCl.CO (dichloromethane methanol). The product is C(N)(=N)C1=CC=C(C=C1)CCC1=NC2=C(N1C)C=CC(=C2)C(=O)N(C(C(=O)O)CC2=CC=C(C=C2)C(N)=N)C.C(=O)[O-] (2-{2-[2-(4-Amidinophenyl)-ethyl]-1-methyl-benzimidazol-5-yl-carbonyl-methylamino}-3-(4-amidinophenyl)-propionic Acid formate). The yield is 90.0%. RXN SMILES: [C:1]([C:4]1[CH:9]=[CH:8][C:7]([CH2:10][CH2:11][C:12]2[N:16]([CH3:17])[C:15]3[CH:18]=[CH:19][C:20]([C:22]([N:24]([CH3:41])[CH:25]([CH2:31][C:32]4[CH:37]=[CH:36][C:35]([C:38](=[NH:40])[NH2:39])=[CH:34][CH:33]=4)[C:26]([O:28]CC)=[O:27])=[O:23])=[CH:21][C:14]=3[N:13]=2)=[CH:6][CH:5]=1)(=[NH:3])[NH2:2].[CH:42]([O-:44])=[O:43]>ClCCl.CO>[C:1]([C:4]1[CH:9]=[CH:8][C:7]([CH2:10][CH2:11][C:12]2[N:16]([CH3:17])[C:15]3[CH:18]=[CH:19][C:20]([C:22]([N:24]([CH3:41])[CH:25]([CH2:31][C:32]4[CH:33]=[CH:34][C:35]([C:38](=[NH:39])[NH2:40])=[CH:36][CH:37]=4)[C:26]([OH:28])=[O:27])=[O:23])=[CH:21][C:14]=3[N:13]=2)=[CH:6][CH:5]=1)(=[NH:2])[NH2:3].[CH:42]([O-:44])=[O:43] |f:0.1,2.3,4.5|. Procedure: The reaction takes place analogously to the procedure described in Example 30 starting from ethyl 2-{2-[2-(4-amidinophenyl)-ethyl]-1-methyl-benzimidazol-5-yl-carbonyl-(methylamino)}-3-(4-amidinophenyl)-propionate (Example 29, 1.7 mmol). The product is obtained by crystallisation from dichloromethane/methanol. Yield: >90%; melting point: 255° C.; mass: calc.: [525], found: [M+H]+ 526; 1H-NMR (250 MHz, DMSO-d6): δ [ppm]=10.20 (1H, s, COOH); 8.61 (1H, s, HCOOH); 8.09-6.77 (17H, m, 2 C(═NH)NH2, aryl... The reactants are N#N (N2), ClC1=NN=C(C2=CC=C(C=C12)OC)CC1=C(C=NC=C1Cl)Cl (4-chloro-1-(3,5-dichloro-pyridin-4-ylmethyl)-6-methoxy-phthalazine), N1CCOCC1 (morpholine), CCCCCC.C(C)(=O)OCC (hexane ethyl acetate). Run in CN(C)C=O (DMF). Conditions: temperature 100 celsius, time 14 hour. Product: ClC=1C=NC=C(C1CC1=NN=C(C2=CC(=CC=C12)OC)N1CCOCC1)Cl (1-(3,5-Dichloro-pyridin-4-ylmethyl)-6-methoxy-4-morpholin-4-yl-phthalazine). The yield is 78.7%. Reaction SMILES: N#N.Cl[C:4]1[C:13]2[C:8](=[CH:9][CH:10]=[C:11]([O:14][CH3:15])[CH:12]=2)[C:7]([CH2:16][C:17]2[C:22]([Cl:23])=[CH:21][N:20]=[CH:19][C:18]=2[Cl:24])=[N:6][N:5]=1.[NH:25]1[CH2:30][CH2:29][O:28][CH2:27][CH2:26]1.CCCCCC.C(OCC)(=O)C>CN(C=O)C>[Cl:24][C:18]1[CH:19]=[N:20][CH:21]=[C:22]([Cl:23])[C:17]=1[CH2:16][C:7]1[C:8]2[C:13](=[CH:12][C:11]([O:14][CH3:15])=[CH:10][CH:9]=2)[C:4]([N:25]2[CH2:30][CH2:29][O:28][CH2:27][CH2:26]2)=[N:5][N:6]=1 |f:3.4|. Procedure: A solution under stirring and dry N2 of 4-chloro-1-(3,5-dichloro-pyridin-4-ylmethyl)-6-methoxy-phthalazine (1 g, 2.82 mmoles), prepared as described in example 45, in DMF (25 ml), at room temperature, was added with morpholine (0.73 g, 8.46 mmoles) and the temperature was raised to 100° C. After 14 hours the whole was brought to dryness and the solid partitioned between water and CH2Cl2. The organic phase was washed with water, anhydrified and brought to dryness to give a solid which was flash c...